From a dataset of the Open Reaction Database (ORD), a public repository of structured organic reaction records. describe an organic reaction: reactants, conditions, products, and yield Reactants: FC1=C(C#N)C(=CC(=C1)N1C(C(C(C1C)=O)(C)C)=O)F (2,6-difluoro-4-(3,3,5-trimethyl-2,4-dioxopyrrolidin-1-yl)benzonitrile), C(C)(CC)[BH-](C(C)CC)C(C)CC.[Li+].C1CCOC1 (lithium tri(sec-butyl)borohydride THF). Yields the product FC1=C(C#N)C(=CC(=C1)N1C(C([C@H]([C@H]1C)O)(C)C)=O)F (rac-2,6-difluoro-4-[(4R,5R)-4-hydroxy-3,3,5-trimethyl-2-oxopyrrolidin-1-yl]benzonitrile), solid. Yield: 67.0%. RXN SMILES: [F:1][C:2]1[CH:9]=[C:8]([N:10]2[CH:14]([CH3:15])[C:13](=[O:16])[C:12]([CH3:18])([CH3:17])[C:11]2=[O:19])[CH:7]=[C:6]([F:20])[C:3]=1[C:4]#[N:5].C([BH-](C(CC)C)C(CC)C)(CC)C.[Li+].C1COCC1>>[F:20][C:6]1[CH:7]=[C:8]([N:10]2[C@H:14]([CH3:15])[C@H:13]([OH:16])[C:12]([CH3:17])([CH3:18])[C:11]2=[O:19])[CH:9]=[C:2]([F:1])[C:3]=1[C:4]#[N:5] |f:1.2.3|. Reported procedure: Using 2,6-difluoro-4-(3,3,5-trimethyl-2,4-dioxopyrrolidin-1-yl)benzonitrile (100 mg) and lithium tri(sec-butyl)borohydride-THF solution (0.539 mL, 1 mol/L), and in the same manner as in Example 5, the title compound was obtained as a colorless solid (yield: 67 mg, 67%). Reaction SMILES: [Br:13][CH2:14][CH2:15][CH2:16][CH2:17][C:18](=[O:19])[O:20][CH2:21][CH3:22].[C:23](=[O:24])([O-:25])[O-:26].[CH3:31][CH2:32][OH:33].[Cl:1][c:2]1[c:3]([O:11][CH3:12])[c:4]([CH:5]=[O:6])[c:7]([OH:10])[cH:8][cH:9]1.[I-:30].[K+:27].[K+:28].[Na+:29]>>[Cl:1][c:2]1[c:3]([O:11][CH3:12])[c:4]([CH:5]=[O:6])[c:7]([O:10][CH2:14][CH2:15][CH2:16][CH2:17][C:18](=[O:19])[O:20][CH2:21][CH3:22])[cH:8][cH:9]1. Yields the product CCOC(=O)CCCCOc1ccc(Cl)c(OC)c1C=O. The reactants are CCOC(=O)CCCCBr, O=C([O-])[O-], CCO, COc1c(Cl)ccc(O)c1C=O, [I-], [K+], [K+], [Na+].